Task: describe an organic reaction: reactants, conditions, products, and yield. Dataset: the Open Reaction Database (ORD), a public repository of structured organic reaction records Starting materials: BrC1=CC=C(C(=C1N)F)C (6-Bromo-2-fluoro-3-methylaniline), example 6 ( 6a ), C(C)(C)N(C(C)C)CC (N,N-diisopropylethylamine), C(C)(=O)OCC (ethyl acetate), O (water). The solvent is CN(C=O)C (N,N-dimethyl formamide), CO (methanol). Run at temperature 85 celsius, time 2 hour. Yields the product FC1=C(N)C=CC=C1C (2-Fluoro-3-methylaniline). Yield: 103.3%. RXN SMILES: Br[C:2]1[C:7]([NH2:8])=[C:6]([F:9])[C:5]([CH3:10])=[CH:4][CH:3]=1.C(N(CC)C(C)C)(C)C.C(OCC)(=O)C.O>CN(C)C=O.CO>[F:9][C:6]1[C:5]([CH3:10])=[CH:4][CH:3]=[CH:2][C:7]=1[NH2:8]. Procedure details: 6-Bromo-2-fluoro-3-methylaniline (9.00 g, 44.1 mmol), which had been obtained in Reference example 6 (6a), was dissolved in 1:1 mixture (130 mL) of N,N-dimethyl formamide and methanol, and added with [1,1′-bis(diphenylphosphino)ferrocene]palladium (II) dichloride-dichloromethane complex (10.8 g, 13.2 mmol) and N,N-diisopropylethylamine (23 mL, 132.3 mmol). The mixture was vigorously stirred at 85° C. for 2 hours under a carbon monoxide atmosphere. The reaction solution was cooled to room tempera... The reactants are C1(=CC=CC=C1)C1(CCC(C2CNC(C12)C(CC1=CC=CC=C1)=O)=O)C1=CC=CC=C1 ((3aRS,7aRS)-7,7-diphenyl-2-phenylacetyl-4-perhydro-isoindolone), Cl (hydrochloric acid), [BH4-].[Na+] (sodium borohydride), [OH-].[Na+] (sodium hydroxide). Solvent: O (water), CO (methanol), ClCCl (dichloromethane), CO (methanol). Reaction conditions: time 2 hour. Yields the product C1(=CC=CC=C1)C1(CCC(C2CNC(C12)C(CC1=CC=CC=C1)=O)O)C1=CC=CC=C1 ((3aRS,4RS,7aRS)-7,7-diphenyl-2-phenyl-acetyl-4-perhydroisoindolol). The yield is 11.9%. Reaction SMILES: [BH4-].[Na+].[OH-].[Na+].[C:5]1([C:11]2([C:30]3[CH:35]=[CH:34][CH:33]=[CH:32][CH:31]=3)[CH:19]3[CH:15]([CH2:16][NH:17][CH:18]3[C:20](=[O:28])[CH2:21][C:22]3[CH:27]=[CH:26][CH:25]=[CH:24][CH:23]=3)[C:14](=[O:29])[CH2:13][CH2:12]2)[CH:10]=[CH:9][CH:8]=[CH:7][CH:6]=1.Cl>CO.ClCCl.O>[C:30]1([C:11]2([C:5]3[CH:10]=[CH:9][CH:8]=[CH:7][CH:6]=3)[CH:19]3[CH:15]([CH2:16][NH:17][CH:18]3[C:20](=[O:28])[CH2:21][C:22]3[CH:23]=[CH:24][CH:25]=[CH:26][CH:27]=3)[CH:14]([OH:29])[CH2:13][CH2:12]2)[CH:35]=[CH:34][CH:33]=[CH:32][CH:31]=1 |f:0.1,2.3|. Reported procedure: A solution of 0.12 g of sodium borohydride and 0.05 cm3 of 10N sodium hydroxide in 20 cm3 of methanol is added over 10 minutes to a suspension, cooled to +5° C., of 2.0 g of (3aRS,7aRS)-7,7-diphenyl-2-phenylacetyl-4-perhydro-isoindolone in 100 cm3 of methanol. The reaction mixture is stirred for 2 hours at low temperature, followed by the addition of 0.5 cm3 of 1N hydrochloric acid and concentration to a reduced volume, at 40° C. under reduced pressure (2.7 kPa). The residue is taken up in 50 cm... Starting materials: C1CCOC1, COC(=O)c1ccc(S(=O)(=O)Cl)n1C, CCN(C(C)C)C(C)C, Cl, OC1CCNC1. Yields the product COC(=O)c1ccc(S(=O)(=O)N2CCC(O)C2)n1C. As a reaction SMILES: [CH2:31]1[O:32][CH2:33][CH2:34][CH2:35]1.[CH3:16][O:17][C:18](=[O:19])[c:20]1[n:21]([CH3:29])[c:22]([S:25](=[O:26])(=[O:27])[Cl:28])[cH:23][cH:24]1.[CH:7]([N:8]([CH:9]([CH3:10])[CH3:11])[CH2:12][CH3:13])([CH3:14])[CH3:15].[ClH:30].[OH:1][CH:2]1[CH2:3][NH:4][CH2:5][CH2:6]1>>[OH:1][CH:2]1[CH2:3][N:4]([S:25]([c:22]2[n:21]([CH3:29])[c:20]([C:18]([O:17][CH3:16])=[O:19])[cH:24][cH:23]2)(=[O:26])=[O:27])[CH2:5][CH2:6]1. Starting materials: FC(C(=O)O)CCC#C (2-fluoro-5-hexynoic acid), NC(CO)(C)C (2-amino-2-methyl-1-propanol), O (water). Run in C=1(C(=CC=CC1)C)C (xylene). Yields the product FC(CCC#C)C=1OCC(N1)(C)C (2-(1-fluoro-4-pentynyl)-4,5-dihydro-4,4-dimethyloxazole). Isolated yield 56.8%. Reaction SMILES: [F:1][CH:2]([CH2:6][CH2:7][C:8]#[CH:9])[C:3]([OH:5])=O.[NH2:10][C:11]([CH3:15])([CH3:14])[CH2:12]O.O>C1(C)C(C)=CC=CC=1>[F:1][CH:2]([C:3]1[O:5][CH2:12][C:11]([CH3:15])([CH3:14])[N:10]=1)[CH2:6][CH2:7][C:8]#[CH:9]. Reported procedure: A mixture of 2-fluoro-5-hexynoic acid (3.0 g, 23.05 mmol) and 2-amino-2-methyl-1-propanol (2.05 g, 23.05 mmol) in 150 ml of dry xylene was refluxed for 16 h. The water formed during the reaction was removed by Linde 3A molecular sieves (15 g) contained in a continuous extractor. The xylene was then distilled off at atmospheric pressure, and the resulting pot material was taken into ether (100 ml). The ethereal solution was washed with saturated sodium bicarbonate solution, water, and dried over ... Starting materials: ClC1=CC=C(N=N1)C(=O)N1CCN(CC1)C1=NC=C(C=C1C)C1CC1 ((6-chloropyridazin-3-yl)[4-(5-cyclopropyl-3-methylpyridin-2-yl)piperazin-1-yl]methanone), CC1(CNC(O1)=O)C (5,5-dimethyloxazolidin-2-one). Yields the product C1(CC1)C=1C=C(C(=NC1)N1CCN(CC1)C(=O)C1=CC=C(N=N1)N1C(OC(C1)(C)C)=O)C (3-{6-[4-(5-cyclopropyl-3-methylpyridin-2-yl)piperazine-1-carbonyl]pyridazin-3-yl}-5,5-dimethyloxazolidin-2-one). Isolated yield 16.1%. As a reaction SMILES: Cl[C:2]1[N:7]=[N:6][C:5]([C:8]([N:10]2[CH2:15][CH2:14][N:13]([C:16]3[C:21]([CH3:22])=[CH:20][C:19]([CH:23]4[CH2:25][CH2:24]4)=[CH:18][N:17]=3)[CH2:12][CH2:11]2)=[O:9])=[CH:4][CH:3]=1.[CH3:26][C:27]1([CH3:33])[O:31][C:30](=[O:32])[NH:29][CH2:28]1>>[CH:23]1([C:19]2[CH:20]=[C:21]([CH3:22])[C:16]([N:13]3[CH2:14][CH2:15][N:10]([C:8]([C:5]4[N:6]=[N:7][C:2]([N:29]5[CH2:28][C:27]([CH3:33])([CH3:26])[O:31][C:30]5=[O:32])=[CH:3][CH:4]=4)=[O:9])[CH2:11][CH2:12]3)=[N:17][CH:18]=2)[CH2:25][CH2:24]1. Procedure: Using (6-chloropyridazin-3-yl)[4-(5-cyclopropyl-3-methylpyridin-2-yl)piperazin-1-yl]methanone (107 mg) described in Preparation Example 233 and 5,5-dimethyloxazolidin-2-one (35 mg) and by the reaction and treatment in the same manner as in Example 1, the title compound (21 mg) was obtained. Starting materials: CC(C)NC(=O)C1OC1C1=CC=CC=C1 (N-(1-methylethyl)-3-phenyl-2-oxiranecarboxamide), C1(=CC=CC=C1O)C (o-cresol), [H-].[Na+] (sodium hydride), C1COCCOCCOCCOCCOCCO1 (18-crown-6). Reported procedure: This compound was prepared from N-(1-methylethyl)-3-phenyl-2-oxiranecarboxamide (8.2 g.) o-cresol (4.3 g.), sodium hydride (50% oil dispersion, 1.9 g.), 18-crown-6 (1.0 g.), and acetonitrile (250 ml.) as described in Example 12. The compound after recrystallization from ether melted at 123°-124°, and weighed 1.25 g. Product: OC(C(=O)NC(C)C)C(C1=CC=CC=C1)OC1=C(C=CC=C1)C (α-Hydroxy-β-(2-Methylphenoxy)-N-(1-Methylethyl)Benzenepropanamide). Reaction SMILES: [CH3:1][CH:2]([NH:4][C:5]([CH:7]1[CH:9]([C:10]2[CH:15]=[CH:14][CH:13]=[CH:12][CH:11]=2)[O:8]1)=[O:6])[CH3:3].[C:16]1([CH3:23])[C:21]([OH:22])=[CH:20][CH:19]=[CH:18][CH:17]=1.[H-].[Na+].C1OCCOCCOCCOCCOCCOC1>C(#N)C>[OH:8][CH:7]([CH:9]([O:22][C:21]1[CH:20]=[CH:19][CH:18]=[CH:17][C:16]=1[CH3:23])[C:10]1[CH:11]=[CH:12][CH:13]=[CH:14][CH:15]=1)[C:5]([NH:4][CH:2]([CH3:1])[CH3:3])=[O:6] |f:2.3|. Solvent: C(C)#N (acetonitrile). Starting materials: C(C)OC(=O)Cl (chloroformic acid ethyl ester), ClC1=C(OCCCOC2=CC=C(C(=N)NO)C=C2)C(=CC(=C1)OCC=C(Cl)Cl)Cl (4-{3-[2,6-dichloro-4-(3,3-dichloro-allyloxy)-phenoxy]-propoxy}-N-hydroxy-benzamidine), C([O-])([O-])=O.[K+].[K+] (potassium carbonate). Solvent: CC(=O)C (acetone), CC(=O)C (acetone). Conditions: time 3 hour. Yields the product ClC1=C(OCCCOC2=CC=C(C=C2)C2=NOC(N2)=O)C(=CC(=C1)OCC=C(Cl)Cl)Cl (3-(4-{3-[2,6-dichloro-4-(3,3-dichloro-allyloxy)-phenoxy]-propoxy}-phenyl)-4H-[1,2,4]oxadiazol-5-one), compound 1.15. Reaction SMILES: [CH2:1]([O:3]C(Cl)=O)C.[Cl:7][C:8]1[CH:28]=[C:27]([O:29][CH2:30][CH:31]=[C:32]([Cl:34])[Cl:33])[CH:26]=[C:25]([Cl:35])[C:9]=1[O:10][CH2:11][CH2:12][CH2:13][O:14][C:15]1[CH:24]=[CH:23][C:18]([C:19]([NH:21][OH:22])=[NH:20])=[CH:17][CH:16]=1.C(=O)([O-])[O-].[K+].[K+]>CC(C)=O>[Cl:7][C:8]1[CH:28]=[C:27]([O:29][CH2:30][CH:31]=[C:32]([Cl:34])[Cl:33])[CH:26]=[C:25]([Cl:35])[C:9]=1[O:10][CH2:11][CH2:12][CH2:13][O:14][C:15]1[CH:16]=[CH:17][C:18]([C:19]2[NH:20][C:1](=[O:3])[O:22][N:21]=2)=[CH:23][CH:24]=1 |f:2.3.4|. Procedure details: 90 mg of chloroformic acid ethyl ester in 1 ml of acetone are added dropwise at 5° C. to 400 mg of 4-{3-[2,6-dichloro-4-(3,3-dichloro-allyloxy)-phenoxy]-propoxy}-N-hydroxy-benzamidine and 127 mg of potassium carbonate in 3 ml of acetone. After 3 hours at 0-5° C., the reaction mixture is poured onto water and extracted with dichloromethane. Concentration of the organic phase and purification over silica gel yield the title compound (compound 1.15). The reactants are CO[SiH](OC)OC (trimethoxysilane), C(C1CO1)OCC=C (allyl glycidyl ether), gamm-glycidyloxypropyltrimethoxysilane, C(C1CO1)OCC=C (allyl glycidyl ether), solution. Solvent: CC(=O)C (acetone). Run at time 20 minute. Product: C(C1CO1)OCCC[Si](OC)(OC)OC (γ-glycidyloxypropyltrimethoxysilane). Yield: 91.5%. RXN SMILES: [CH2:1]([O:5][CH2:6][CH:7]=[CH2:8])[CH:2]1[O:4][CH2:3]1.[CH3:9][O:10][SiH:11]([O:14][CH3:15])[O:12][CH3:13]>CC(C)=O>[CH2:1]([O:5][CH2:6][CH2:7][CH2:8][Si:11]([O:14][CH3:15])([O:12][CH3:13])[O:10][CH3:9])[CH:2]1[O:4][CH2:3]1. Reported procedure: In a 10-liter flask provided with stirrer, reflux condenser, internal thermometer and 2 dropping funnels, one filled with 2.85 kg of allyl glycidyl ether and the other with 3.05 kg of trimethoxysilane, 500 ml of allyl glycidyl ether or gamm-glycidyloxypropyltrimethoxysilane was heated to 130° C. Then 1 ml of an 0.01 molar solution of the mesityl oxide-platinum dichloride complex in acetone was added and the reaction was allowed to take place with rapid stirring and the simultaneous feeding in of... Starting materials: CCOc1cc(C(C)(C)C)ncc1C1=NC(C)(c2ccc(Cl)cc2)C(C)(c2ccc(Cl)cc2)N1C(=O)N1CCN(CC(=O)O)CC1, Cl, Nc1ccccn1. The product is CCOc1cc(C(C)(C)C)ncc1C1=NC(C)(c2ccc(Cl)cc2)C(C)(c2ccc(Cl)cc2)N1C(=O)N1CCN(CC(=O)Nc2ccccn2)CC1. As a reaction SMILES: [C:2]([CH3:3])([CH3:4])([CH3:5])[c:6]1[cH:7][c:8]([O:45][CH2:46][CH3:47])[c:9]([C:12]2=[N:16][C:15]([CH3:17])([c:18]3[cH:19][cH:20][c:21]([Cl:24])[cH:22][cH:23]3)[C:14]([CH3:25])([c:26]3[cH:27][cH:28][c:29]([Cl:32])[cH:30][cH:31]3)[N:13]2[C:33](=[O:34])[N:35]2[CH2:36][CH2:37][N:38]([CH2:41][C:42](=[O:43])[OH:44])[CH2:39][CH2:40]2)[cH:10][n:11]1.[ClH:1].[NH2:48][c:49]1[n:50][cH:51][cH:52][cH:53][cH:54]1>>[C:2]([CH3:3])([CH3:4])([CH3:5])[c:6]1[cH:7][c:8]([O:45][CH2:46][CH3:47])[c:9]([C:12]2=[N:16][C:15]([CH3:17])([c:18]3[cH:19][cH:20][c:21]([Cl:24])[cH:22][cH:23]3)[C:14]([CH3:25])([c:26]3[cH:27][cH:28][c:29]([Cl:32])[cH:30][cH:31]3)[N:13]2[C:33](=[O:34])[N:35]2[CH2:36][CH2:37][N:38]([CH2:41][C:42](=[O:43])[NH:48][c:49]3[n:50][cH:51][cH:52][cH:53][cH:54]3)[CH2:39][CH2:40]2)[cH:10][n:11]1. Reactants: [Al+3], C1CCOC1, [H-], [H-], [H-], [H-], [Li+], [Na+], [OH-], O, CCOC(=O)c1cc2c(cn1)CCCC2. The product is OCc1cc2c(cn1)CCCC2. RXN SMILES: [Al+3:17].[CH2:25]1[O:26][CH2:27][CH2:28][CH2:29]1.[H-:16].[H-:19].[H-:20].[H-:21].[Li+:18].[Na+:24].[OH-:23].[OH2:22].[cH:1]1[n:2][c:3]([C:11](=[O:12])[O:13][CH2:14][CH3:15])[cH:4][c:5]2[c:10]1[CH2:9][CH2:8][CH2:7][CH2:6]2>>[cH:1]1[n:2][c:3]([CH2:11][OH:12])[cH:4][c:5]2[c:10]1[CH2:9][CH2:8][CH2:7][CH2:6]2.